This data is from the Open Reaction Database (ORD), a public repository of structured organic reaction records. The task is: describe an organic reaction: reactants, conditions, products, and yield Starting materials: N (ammonia), 50.1, C(C)OC(=O)C=1OC2=C(C(C1)=O)C(=C(C(=C2)C)Cl)C (6-chloro-5,7-dimethyl-4-oxo-4H-1-benzopyran-2-carboxylic acid ethyl ester). The solvent is C(C)O (ethanol). The product is 42.3, ClC=1C(=CC2=C(C(C=C(O2)C(=O)N)=O)C1C)C (6-chloro-5,7-dimethyl-4-oxo-4H-1-benzopyran-2-carboxamide). As a reaction SMILES: C([O:3][C:4]([C:6]1[O:7][C:8]2[CH:16]=[C:15]([CH3:17])[C:14]([Cl:18])=[C:13]([CH3:19])[C:9]=2[C:10](=[O:12])[CH:11]=1)=O)C.[NH3:20]>C(O)C>[Cl:18][C:14]1[C:15]([CH3:17])=[CH:16][C:8]2[O:7][C:6]([C:4]([NH2:20])=[O:3])=[CH:11][C:10](=[O:12])[C:9]=2[C:13]=1[CH3:19]. Procedure details: A solution of 50.1 parts of 6-chloro-5,7-dimethyl-4-oxo-4H-1-benzopyran-2-carboxylic acid ethyl ester in 750 parts of warm ethanol was saturated with dry ammonia. After 2 hours a solid had precipitated out and the slurry was heated on the steam bath to remove excess ammonia. The solid was filtered off and crystallised from dimethylformamide to give 42.3 parts of 6-chloro-5,7-dimethyl-4-oxo-4H-1-benzopyran-2-carboxamide, melting point >300° C. Reactants: Cl (HCl), S(=O)(Cl)Cl (thionyl chloride), CN(C)C=O (DMF), BrC1=CC(=C(C(=O)O)C(=C1)F)F (4-Bromo-2,6-difluoro-benzoic acid). Solvent: C(Cl)Cl (DCM), CO (MeOH). Conditions: time 2.5 hour. The product is COC(C1=C(C=C(C=C1F)Br)F)=O (4-Bromo-2,6-difluorobenzoic acid methyl ester). Reaction SMILES: [Br:1][C:2]1[CH:10]=[C:9]([F:11])[C:5]([C:6]([OH:8])=[O:7])=[C:4]([F:12])[CH:3]=1.S(Cl)(Cl)=O.[CH3:17]N(C=O)C.Cl>C(Cl)Cl.CO>[CH3:17][O:7][C:6](=[O:8])[C:5]1[C:4]([F:12])=[CH:3][C:2]([Br:1])=[CH:10][C:9]=1[F:11]. Procedure: To a suspension of 4-Bromo-2,6-difluoro-benzoic acid (5 g, 21 mmol) in DCM (10 mL) is added thionyl chloride (15 mL) and DMF (0.5 mL). The mixture is stirred at room temperature for 2.5 h. It is then cooled to 0° C. and MeOH (20 mL) is added carefully causing vigorous HCl evolution. After stirring for an additional 0.5 h, the clear solution is partitioned between DCM (50 mL) and water (50 mL). The organic layer is washed with saturated NaHCO3, brine, dried over MgSO4 and the solvent is removed u... The reactants are CN1CCOCC1 (N-methylmorpholine), H-Phe-Gly-AHCP-Ile AMPA, N([C@@H](CC1=CC=CC=C1)C(=O)O)C(=O)OC(C)(C)C (BOC-Phe-OH), NCC(=O)OC (H-Gly-OMe). Run in C(Cl)Cl (methylene dichloride). Yields the product N([C@@H](CC1=CC=CC=C1)C(=O)NCC(=O)OC)C(=O)OC(C)(C)C (BOC-Phe-Gly-OMe). RXN SMILES: CN1CCOCC1.[NH2:8][CH2:9][C:10]([O:12][CH3:13])=[O:11].[NH:14]([C:26]([O:28][C:29]([CH3:32])([CH3:31])[CH3:30])=[O:27])[C@H:15]([C:23](O)=[O:24])[CH2:16][C:17]1[CH:22]=[CH:21][CH:20]=[CH:19][CH:18]=1>C(Cl)Cl>[NH:14]([C:26]([O:28][C:29]([CH3:32])([CH3:31])[CH3:30])=[O:27])[C@H:15]([C:23]([NH:8][CH2:9][C:10]([O:12][CH3:13])=[O:11])=[O:24])[CH2:16][C:17]1[CH:22]=[CH:21][CH:20]=[CH:19][CH:18]=1. Procedure: 1.01 g of N-methylmorpholine is added to a solution in 60 ml of methylene dichloride of 6.39 g of H-Phe-Gly-AHCP-Ile-AMPA [obtainable by subjecting H-Gly-OMe to a condensation reaction with BOC-Phe-OH to give BOC-Phe-Gly-OMe, saponifying the latter and subjecting the product to a condensation reaction with H-AHCP-Ile-AMPA to give BOC-Phe-Gly-AHCP-Ile-AMPA and splitting off the BOC group]. 2.43 g of 4-BOC-aminocyclohexanecarbonylic acid, 1.35 g of HOBt and a solution of 2.06 g of DCCI in 50 ml of... Reactants: CCCCOc1c(CNC(=O)OC(C)(C)C)n(CC(C)(C)C)c(=O)c2ccc(C=O)cc12, CCOC(=O)CP(=O)(OCC)OCC, CN(C)C=O, [H-], [Na+], O. Product: CCCCOc1c(CNC(=O)OC(C)(C)C)n(CC(C)(C)C)c(=O)c2ccc(C=CC(=O)OCC)cc12. RXN SMILES: [CH2:17]([CH2:18][CH2:19][CH3:20])[O:21][c:22]1[c:23]([CH2:40][NH:41][C:42]([O:43][C:44]([CH3:45])([CH3:46])[CH3:47])=[O:48])[n:24]([CH2:35][C:36]([CH3:37])([CH3:38])[CH3:39])[c:25](=[O:34])[c:26]2[cH:27][cH:28][c:29]([CH:32]=[O:33])[cH:30][c:31]12.[CH2:1]([O:2][P:3]([O:4][CH2:5][CH3:6])(=[O:7])[CH2:9][C:10](=[O:11])[O:12][CH2:13][CH3:14])[CH3:8].[CH3:50][N:51]([CH3:52])[CH:53]=[O:54].[H-:15].[Na+:16].[OH2:49]>>[CH:9]([C:10](=[O:11])[O:12][CH2:13][CH3:14])=[CH:32][c:29]1[cH:28][cH:27][c:26]2[c:25](=[O:34])[n:24]([CH2:35][C:36]([CH3:37])([CH3:38])[CH3:39])[c:23]([CH2:40][NH:41][C:42]([O:43][C:44]([CH3:45])([CH3:46])[CH3:47])=[O:48])[c:22]([O:21][CH2:17][CH2:18][CH2:19][CH3:20])[c:31]2[cH:30]1.